describe an organic reaction: reactants, conditions, products, and yield From a dataset of the Open Reaction Database (ORD), a public repository of structured organic reaction records. Solvent: O (water), CS(=O)C (DMSO). The product is NC1=C(C=C(OC=2C=C(C(=O)NC)C=CC2)C=C1)[N+](=O)[O-] (3-(4-Amino-3-nitro-phenoxy)-N-methyl-benzamide). Reactants: C[NH-] (N-methylamide), NC1=C(C=C(C=C1)O)[N+](=O)[O-] (4-amino-3-nitrophenol), CC(C)(C)[O-].[K+] (KOt-Bu), ClC1=CC(=NC=C1)C(=O)NC (4-chloro-N-methyl-2-pyridinecarboxamide), C(=O)([O-])[O-].[K+].[K+] (K2CO3). Procedure: A solution of 4-amino-3-nitrophenol (0.6 g, 3.84 mmol, 1.2 eq) in DMSO (2.75 mL, 5×) was treated with KOt-Bu (0.44 g, 3.84 mmol, 1.2 eq), and the mixture was stirred at RT for 2 h. The contents were treated with 4-chloro-N-methyl-2-pyridinecarboxamide (0.55 g, 3.2 mmol, 1.0 eq), K2CO3 (0.24 g, 1.7 mmol, 0.53 eq), and heated at 110° C. for 16 h. HPLC showed N-methylamide <2%. To the stirred mixture was added water (about 30 mL) slowly, and the compound precipitated. The solid was filtered off (sl... Reaction SMILES: [NH2:1][C:2]1[CH:7]=[CH:6][C:5]([OH:8])=[CH:4][C:3]=1[N+:9]([O-:11])=[O:10].[CH3:12]C([O-])(C)C.[K+].Cl[C:19]1[CH:24]=[CH:23]N=[C:21]([C:25]([NH:27][CH3:28])=[O:26])[CH:20]=1.C([O-])([O-])=O.[K+].[K+].C[NH-]>CS(C)=O.O>[NH2:1][C:2]1[CH:7]=[CH:6][C:5]([O:8][C:19]2[CH:20]=[C:21]([CH:12]=[CH:23][CH:24]=2)[C:25]([NH:27][CH3:28])=[O:26])=[CH:4][C:3]=1[N+:9]([O-:11])=[O:10] |f:1.2,4.5.6|. Run at time 2 hour. Starting materials: BrC=1SC2=C(N=C(N=C2Cl)SCC2=CC=CC=C2)N1 (2-Bromo-7-chloro-5-[(phenylmethyl)thio]thiazolo[4,5-d]pyrimidine), NC(CO)CCC (2-amino-1-pentanol). Yields the product ClC=1C2=C(N=C(N1)SCC1=CC=CC=C1)N=C(S2)NC(CO)CCC (2-[[7-Chloro-5-[(phenylmethyl)thio]thiazolo[4,5-d]pyrimidin-2-yl]amino]-1-pentanol). Reaction SMILES: Br[C:2]1[S:3][C:4]2[C:9]([Cl:10])=[N:8][C:7]([S:11][CH2:12][C:13]3[CH:18]=[CH:17][CH:16]=[CH:15][CH:14]=3)=[N:6][C:5]=2[N:19]=1.[NH2:20][CH:21]([CH2:24][CH2:25][CH3:26])[CH2:22][OH:23]>>[Cl:10][C:9]1[C:4]2[S:3][C:2]([NH:20][CH:21]([CH2:24][CH2:25][CH3:26])[CH2:22][OH:23])=[N:19][C:5]=2[N:6]=[C:7]([S:11][CH2:12][C:13]2[CH:18]=[CH:17][CH:16]=[CH:15][CH:14]=2)[N:8]=1. Procedure: Prepared by the method of Example 231, using the product of Example 219 and 2-amino-1-pentanol. Reactants: Cl (hydrochloric acid), [OH-].[Na+] (Sodium hydroxide), OCC=1C=C(C=CC1)NN=C1N=C(OC1=O)C1=CC=CC=C1 (4-[3-(hydroxymethyl)phenylhydrazono]-2-phenyl-2-oxazolin-5-one), CC(=O)C (acetone). The solvent is C(C)C(=O)C (methyl ethyl ketone), CN(C=O)C (dimethylformamide), O1CCCC1 (tetrahydrofuran), O1CCOCC1 (dioxane). Reaction conditions: temperature 100 celsius. The product is OCC=1C=C(C=CC1)N1N=C(N=C1C1=CC=CC=C1)C(=O)O (1-[3-(hydroxymethyl)phenyl]-5-phenyl-1H-1,2,4,-triazole-3-carboxylic acid). As a reaction SMILES: [OH-].[Na+].[OH:3][CH2:4][C:5]1[CH:6]=[C:7]([NH:11][N:12]=[C:13]2[C:17](=[O:18])[O:16][C:15]([C:19]3[CH:24]=[CH:23][CH:22]=[CH:21][CH:20]=3)=[N:14]2)[CH:8]=[CH:9][CH:10]=1.CC(C)=O.Cl>C(C(C)=O)C.CN(C)C=O.O1CCCC1.O1CCOCC1>[OH:3][CH2:4][C:5]1[CH:6]=[C:7]([N:11]2[C:15]([C:19]3[CH:24]=[CH:23][CH:22]=[CH:21][CH:20]=3)=[N:14][C:13]([C:17]([OH:16])=[O:18])=[N:12]2)[CH:8]=[CH:9][CH:10]=1 |f:0.1|. Procedure: Sodium hydroxide in an amount of more than equivalent is added to the above-mentioned 4-[3-(hydroxymethyl)phenylhydrazono]-2-phenyl-2-oxazolin-5-one in an aprotic organic solvent such as acetone, dioxane, tetrahydrofuran, dimethylformamide and methyl ethyl ketone and after reacting the mixture, hydrochloric acid is added to the mixture to adjust the pH to from 1 to 4, and then the thus adjusted mixture is heated to a temperature of lower than 100° C., preferably from 30° to 60° C., thereby obtai... Starting materials: O=C([O-])[O-], CC[SiH](CC)CC, ClCCl, [K+], [K+], C=CCC1C(=O)c2cc(OC)ccc2C2CCC3(C)C(O)CCC3C12. Product: C=CCC1Cc2cc(OC)ccc2C2CCC3(C)C(O)CCC3C12. As a reaction SMILES: [C:33](=[O:34])([O-:35])[O-:36].[CH2:1]([SiH:2]([CH2:3][CH3:4])[CH2:5][CH3:6])[CH3:7].[Cl:39][CH2:40][Cl:41].[K+:37].[K+:38].[OH:8][CH:9]1[C:10]2([CH3:11])[CH:12]([CH2:13][CH2:14]1)[CH:15]1[CH:16]([CH2:30][CH:31]=[CH2:32])[C:17](=[O:29])[c:18]3[cH:19][c:20]([O:27][CH3:28])[cH:21][cH:22][c:23]3[CH:24]1[CH2:25][CH2:26]2>>[OH:8][CH:9]1[C:10]2([CH3:11])[CH:12]([CH2:13][CH2:14]1)[CH:15]1[CH:16]([CH2:30][CH:31]=[CH2:32])[CH2:17][c:18]3[cH:19][c:20]([O:27][CH3:28])[cH:21][cH:22][c:23]3[CH:24]1[CH2:25][CH2:26]2.